From a dataset of the Open Reaction Database (ORD), a public repository of structured organic reaction records. describe an organic reaction: reactants, conditions, products, and yield Reactants: CCO, O=[N+]([O-])c1cnc(OCC(F)(F)F)c(Cl)c1, Cl, [Fe], O. The product is Nc1cnc(OCC(F)(F)F)c(Cl)c1. Reaction SMILES: [CH3:18][CH2:19][OH:20].[Cl:1][c:2]1[c:3]([O:11][CH2:12][C:13]([F:14])([F:15])[F:16])[n:4][cH:5][c:6]([N+:8]([O-:9])=[O:10])[cH:7]1.[ClH:17].[Fe:22].[OH2:21]>>[Cl:1][c:2]1[c:3]([O:11][CH2:12][C:13]([F:14])([F:15])[F:16])[n:4][cH:5][c:6]([NH2:8])[cH:7]1. The reactants are O=C(Nc1cccc(C(F)(F)F)c1)n1ccc2cc(Oc3cc(Cl)ncn3)ccc21, [N-]=[N+]=Nc1cc(Oc2ccc3c(ccn3C(=O)Nc3cccc(C(F)(F)F)c3)c2)ncn1, [N-]=[N+]=[N-], [Na+], CN(C)C=O. The product is Nc1cc(Oc2ccc3c(ccn3C(=O)Nc3cccc(C(F)(F)F)c3)c2)ncn1. RXN SMILES: [F:1][C:2]([F:3])([F:4])[c:5]1[cH:6][c:7]([NH:8][C:9]([n:10]2[c:11]3[c:12]([cH:13][c:14]([O:15][c:16]4[cH:17][c:18]([Cl:19])[n:20][cH:21][n:22]4)[cH:23][cH:24]3)[cH:25][cH:26]2)=[O:27])[cH:28][cH:29][cH:30]1.[F:35][C:36]([c:37]1[cH:38][c:39]([NH:43][C:44](=[O:45])[n:46]2[cH:47][cH:48][c:49]3[cH:50][c:51]([O:55][c:56]4[n:57][cH:58][n:59][c:60]([N:62]=[N+:63]=[N-:64])[cH:61]4)[cH:52][cH:53][c:54]23)[cH:40][cH:41][cH:42]1)([F:65])[F:66].[N-:31]=[N+:32]=[N-:33].[Na+:34].[O:67]=[CH:68][N:69]([CH3:70])[CH3:71]>>[F:35][C:36]([c:37]1[cH:38][c:39]([NH:43][C:44](=[O:45])[n:46]2[cH:47][cH:48][c:49]3[cH:50][c:51]([O:55][c:56]4[n:57][cH:58][n:59][c:60]([NH2:62])[cH:61]4)[cH:52][cH:53][c:54]23)[cH:40][cH:41][cH:42]1)([F:65])[F:66]. The reactants are [Al] (aluminum), C(C#C)Br (propargyl bromide), ClC1=C(OCCC(C(CN2N=CN=C2)=O)(C)C)C=CC(=C1)Cl (5-(2,4-dichlorophenoxy)-3,3-dimethyl-1-(1,2,4-triazol-1-yl)pentan-2-one), [Cl-].[NH4+] (ammonium chloride), II (iodine). Reagents/catalysts: [Hg](Cl)Cl (mercury(II) chloride). Solvent: O1CCCC1 (tetrahydrofuran), O1CCCC1 (tetrahydrofuran), O1CCCC1 (tetrahydrofuran). Reaction conditions: temperature -60 celsius, time 12 hour. Product: ClC1=C(OCCC(C(CC#C)(O)CN2N=CN=C2)(C)C)C=CC(=C1)Cl (7-(2,4-dichlorophenoxy)-5,5-dimethyl-4-(1,2,4-triazol-1-yl-methyl)-hept-1-in-4-ol). The yield is 74.8%. As a reaction SMILES: [Al].II.[CH2:4](Br)[C:5]#[CH:6].[Cl:8][C:9]1[CH:28]=[C:27]([Cl:29])[CH:26]=[CH:25][C:10]=1[O:11][CH2:12][CH2:13][C:14]([CH3:24])([CH3:23])[C:15](=[O:22])[CH2:16][N:17]1[CH:21]=[N:20][CH:19]=[N:18]1.[Cl-].[NH4+]>O1CCCC1.[Hg](Cl)Cl>[Cl:8][C:9]1[CH:28]=[C:27]([Cl:29])[CH:26]=[CH:25][C:10]=1[O:11][CH2:12][CH2:13][C:14]([CH3:24])([CH3:23])[C:15]([CH2:16][N:17]1[CH:21]=[N:20][CH:19]=[N:18]1)([OH:22])[CH2:6][C:5]#[CH:4] |f:4.5|. Reported procedure: 1.58 g (0.058 mol) of aluminum (in the form of flakes) are covered with a layer of 7.3 ml of tetrahydrofuran, and a catalytic amount (0.05 g) of mercury(II) chloride and an iodine crystal are added. After the mixture has stood for 12 hours at 20° C., 10.3 g (0.087 mol) of propargyl bromide in 11 ml of tetrahydrofuran are added dropwise at 60° C. The mixture is then cooled to -60° C., and a solution of 17.1 g (0.05 mol) of 5-(2,4-dichlorophenoxy)-3,3-dimethyl-1-(1,2,4-triazol-1-yl)pentan-2-one in... The reactants are COCC(=O)Cl, Cc1csc(C)c1NNC(=O)OCCCl, Cc1ccccc1. Product: COCC(=O)N(NC(=O)OCCCl)c1c(C)csc1C. RXN SMILES: [CH3:16][O:17][CH2:18][C:19](=[O:20])[Cl:21].[CH3:1][c:2]1[s:3][cH:4][c:5]([CH3:15])[c:6]1[NH:7][NH:8][C:9](=[O:10])[O:11][CH2:12][CH2:13][Cl:14].[CH3:22][c:23]1[cH:24][cH:25][cH:26][cH:27][cH:28]1>>[CH3:1][c:2]1[s:3][cH:4][c:5]([CH3:15])[c:6]1[N:7]([NH:8][C:9](=[O:10])[O:11][CH2:12][CH2:13][Cl:14])[C:19]([CH2:18][O:17][CH3:16])=[O:20]. The reactants are Cl, NCc1ccc(F)cc1, CCOC(=O)c1cnc2c(C)c(CO)sc2c1O. Yields the product Cc1c(CO)sc2c(O)c(C(=O)NCc3ccc(F)cc3)cnc12. As a reaction SMILES: [ClH:28].[F:19][c:20]1[cH:21][cH:22][c:23]([CH2:24][NH2:25])[cH:26][cH:27]1.[OH:1][c:2]1[c:3]2[c:4]([n:5][cH:6][c:7]1[C:8]([O:10][CH2:9][CH3:11])=[O:12])[c:13]([CH3:18])[c:14]([CH2:16][OH:17])[s:15]2>>[OH:1][c:2]1[c:3]2[c:4]([n:5][cH:6][c:7]1[C:8](=[O:10])[NH:25][CH2:24][c:23]1[cH:22][cH:21][c:20]([F:19])[cH:27][cH:26]1)[c:13]([CH3:18])[c:14]([CH2:16][OH:17])[s:15]2. Starting materials: CCOC(C)=O, COC(=O)c1ccc(F)cc1Oc1ccccc1, [Na+], [Na+], O=C([O-])[O-], C1CC2(CCN1)OCCO2. The product is COC(=O)c1ccc(N2CCC3(CC2)OCCO3)cc1Oc1ccccc1. Reaction SMILES: [CH3:35][CH2:36][O:37][C:38](=[O:39])[CH3:40].[F:1][c:2]1[cH:3][c:4]([O:12][c:13]2[cH:14][cH:15][cH:16][cH:17][cH:18]2)[c:5]([C:6](=[O:7])[O:8][CH3:9])[cH:10][cH:11]1.[Na+:29].[Na+:30].[O-:31][C:32](=[O:33])[O-:34].[O:19]1[CH2:20][CH2:21][O:22][C:23]12[CH2:24][CH2:25][NH:26][CH2:27][CH2:28]2>>[c:2]1([N:26]2[CH2:25][CH2:24][C:23]3([O:19][CH2:20][CH2:21][O:22]3)[CH2:28][CH2:27]2)[cH:3][c:4]([O:12][c:13]2[cH:14][cH:15][cH:16][cH:17][cH:18]2)[c:5]([C:6](=[O:7])[O:8][CH3:9])[cH:10][cH:11]1. Reactants: COC(=O)CCc1ccc(OCCc2nc(-c3ccc(-c4ccccn4)cc3)oc2C)cc1C, CCOC(C)=O, Cl, [Na+], C1CCOC1, [OH-]. The product is Cc1cc(OCCc2nc(-c3ccc(-c4ccccn4)cc3)oc2C)ccc1CCC(=O)O. As a reaction SMILES: [CH3:1][O:2][C:3]([CH2:4][CH2:5][c:6]1[c:7]([CH3:33])[cH:8][c:9]([O:12][CH2:13][CH2:14][c:15]2[n:16][c:17](-[c:21]3[cH:22][cH:23][c:24](-[c:27]4[n:28][cH:29][cH:30][cH:31][cH:32]4)[cH:25][cH:26]3)[o:18][c:19]2[CH3:20])[cH:10][cH:11]1)=[O:34].[CH3:43][CH2:44][O:45][C:46](=[O:47])[CH3:48].[ClH:37].[Na+:36].[O:38]1[CH2:39][CH2:40][CH2:41][CH2:42]1.[OH-:35]>>[O:2]=[C:3]([CH2:4][CH2:5][c:6]1[c:7]([CH3:33])[cH:8][c:9]([O:12][CH2:13][CH2:14][c:15]2[n:16][c:17](-[c:21]3[cH:22][cH:23][c:24](-[c:27]4[n:28][cH:29][cH:30][cH:31][cH:32]4)[cH:25][cH:26]3)[o:18][c:19]2[CH3:20])[cH:10][cH:11]1)[OH:34]. Starting materials: C1CCOC1, CO, COC(=O)Cc1cc(CNC(=O)OC(C)(C)C)ccc1NC(=O)CC1CCc2cc(Cl)cc3[nH]c(=O)c(=O)n1c23, [K+], [Na+], [Na+], O=S(=O)([O-])[O-], O=S(=O)([O-])O. Product: CC(C)(C)OC(=O)NCc1ccc(NC(=O)CC2CCc3cc(Cl)cc4[nH]c(=O)c(=O)n2c34)c(CC(=O)O)c1. As a reaction SMILES: [CH2:41]1[O:42][CH2:43][CH2:44][CH2:45]1.[CH3:46][OH:47].[Cl:1][c:2]1[cH:3][c:4]2[c:5]3[n:6]([c:7](=[O:13])[c:8](=[O:12])[nH:9][c:10]3[cH:11]1)[CH:14]([CH2:17][C:18]([NH:19][c:20]1[c:21]([CH2:35][C:36](=[O:37])[O:38][CH3:39])[cH:22][c:23]([CH2:26][NH:27][C:28](=[O:29])[O:30][C:31]([CH3:32])([CH3:33])[CH3:34])[cH:24][cH:25]1)=[O:40])[CH2:15][CH2:16]2.[K+:53].[Na+:54].[Na+:55].[O-:56][S:57](=[O:58])(=[O:59])[O-:60].[S:48]([O-:49])([OH:50])(=[O:51])=[O:52]>>[Cl:1][c:2]1[cH:3][c:4]2[c:5]3[n:6]([c:7](=[O:13])[c:8](=[O:12])[nH:9][c:10]3[cH:11]1)[CH:14]([CH2:17][C:18]([NH:19][c:20]1[c:21]([CH2:35][C:36](=[O:37])[OH:38])[cH:22][c:23]([CH2:26][NH:27][C:28](=[O:29])[O:30][C:31]([CH3:32])([CH3:33])[CH3:34])[cH:24][cH:25]1)=[O:40])[CH2:15][CH2:16]2. Starting materials: CCCC(N)C(=O)Nc1cn(C(C)(C)CN2CCOCC2)cn1, CC(C)(C)C(O)C(=O)O. The product is CCCC(NC(=O)C(O)C(C)(C)C)C(=O)Nc1cn(C(C)(C)CN2CCOCC2)cn1. RXN SMILES: [CH3:1][C:2]([CH2:3][N:4]1[CH2:5][CH2:6][O:7][CH2:8][CH2:9]1)([CH3:10])[n:11]1[cH:12][n:13][c:14]([NH:16][C:17]([CH:18]([CH2:19][CH2:20][CH3:21])[NH2:22])=[O:23])[cH:15]1.[OH:24][CH:25]([C:26](=[O:27])[OH:28])[C:29]([CH3:30])([CH3:31])[CH3:32]>>[CH3:1][C:2]([CH2:3][N:4]1[CH2:5][CH2:6][O:7][CH2:8][CH2:9]1)([CH3:10])[n:11]1[cH:12][n:13][c:14]([NH:16][C:17]([CH:18]([CH2:19][CH2:20][CH3:21])[NH:22][C:26]([CH:25]([OH:24])[C:29]([CH3:30])([CH3:31])[CH3:32])=[O:27])=[O:23])[cH:15]1.